From a dataset of the Open Reaction Database (ORD), a public repository of structured organic reaction records. describe an organic reaction: reactants, conditions, products, and yield The reactants are [BH4-].[Na+] (NaBH4), C(C)OC(=O)C1COC2=C(O1)C=CC(=C2)C=C[N+](=O)[O-] (6-(2-nitrovinyl)-2,3-dihydro-1,4-benzodioxine-2-carboxylic acid ethyl ester), C(C)(=O)O (acetic acid). The solvent is O1CCOCC1 (dioxane), C(C)O (ethanol), O1CCOCC1 (dioxane), C(C)O (ethanol). Reaction conditions: temperature -10 celsius, time 1 hour. Product: C(C)OC(=O)[C@H]1COC2=C(O1)C=CC(=C2)CC[N+](=O)[O-] (6-(2-Nitroethyl)-2,3-dihydro-1,4-benzodioxine-2-(R)-carboxylic acid ethyl ester). Yield: 75.9%. Reaction SMILES: [CH2:1]([O:3][C:4]([CH:6]1[O:11][C:10]2[CH:12]=[CH:13][C:14]([CH:16]=[CH:17][N+:18]([O-:20])=[O:19])=[CH:15][C:9]=2[O:8][CH2:7]1)=[O:5])[CH3:2].[BH4-].[Na+].C(O)(=O)C>O1CCOCC1.C(O)C>[CH2:1]([O:3][C:4]([C@@H:6]1[O:11][C:10]2[CH:12]=[CH:13][C:14]([CH2:16][CH2:17][N+:18]([O-:20])=[O:19])=[CH:15][C:9]=2[O:8][CH2:7]1)=[O:5])[CH3:2] |f:1.2|. Procedure: To a solution of 6-(2-nitrovinyl)-2,3-dihydro-1,4-benzodioxine-2-carboxylic acid ethyl ester (3.7 mmol) in dioxane (10 mL) and ethanol (10 mL) was added dropwise a suspension of NaBH4 (140 mg) in dioxane (4 mL) and ethanol (4 mL) under cooling to −10° C. This solution was stirred at −5° C. for 1 hour and then acetic acid was added. It was concentrated under reduced pressure. To the residue were added water and a 1N aqueous solution of sodium hydroxide, and the mixture was extracted with ethyl ac...